This data is from the Open Reaction Database (ORD), a public repository of structured organic reaction records. The task is: describe an organic reaction: reactants, conditions, products, and yield Reactants: [Br-], COC(=O)C=CC[P+](c1ccccc1)(c1ccccc1)c1ccccc1, CC[O-], CCO, [Na+], [Na], O=Cc1ccncc1. The product is COC(=O)C=CC=Cc1ccncc1. As a reaction SMILES: [Br-:14].[CH3:15][O:16][C:17](=[O:18])[CH:19]=[CH:20][CH2:21][P+:22]([c:23]1[cH:24][cH:25][cH:26][cH:27][cH:28]1)([c:29]1[cH:30][cH:31][cH:32][cH:33][cH:34]1)[c:35]1[cH:36][cH:37][cH:38][cH:39][cH:40]1.[CH3:2][CH2:3][O-:4].[CH3:41][CH2:42][OH:43].[Na+:1].[Na:5].[n:6]1[cH:7][cH:8][c:9]([CH:12]=[O:13])[cH:10][cH:11]1>>[n:6]1[cH:7][cH:8][c:9]([CH:12]=[CH:21][CH:20]=[CH:19][C:17]([O:16][CH3:15])=[O:18])[cH:10][cH:11]1.